This data is from the Open Reaction Database (ORD), a public repository of structured organic reaction records. The task is: describe an organic reaction: reactants, conditions, products, and yield The reactants are C(CCC)C1=CC=C(C=C1)CN(C(=O)NC1=C(C=C(C=C1)Cl)C)CCCCCCOS(=O)(=O)C (1-[(4-butylphenyl)methyl]-3-(4-chloro-2-methylphenyl)-1-[6-[(methylsulfonyl)oxy]hexyl]urea), [Cl-].[K+] (potassium chloride), CS(=O)C (dimethyl sulfoxide). Solvent: O (water). The product is C(CCC)C1=CC=C(C=C1)CN(C(=O)NC1=C(C=C(C=C1)Cl)C)CCCCCCCl (1-[(4-Butylphenyl)methyl]-1-(6-chlorohexyl)-3-(4-chloro-2-methylphenyl)urea). Isolated yield 85.0%. As a reaction SMILES: [CH2:1]([C:5]1[CH:10]=[CH:9][C:8]([CH2:11][N:12]([CH2:24][CH2:25][CH2:26][CH2:27][CH2:28][CH2:29]OS(C)(=O)=O)[C:13]([NH:15][C:16]2[CH:21]=[CH:20][C:19]([Cl:22])=[CH:18][C:17]=2[CH3:23])=[O:14])=[CH:7][CH:6]=1)[CH2:2][CH2:3][CH3:4].[Cl-:35].[K+].CS(C)=O>O>[CH2:1]([C:5]1[CH:10]=[CH:9][C:8]([CH2:11][N:12]([CH2:24][CH2:25][CH2:26][CH2:27][CH2:28][CH2:29][Cl:35])[C:13]([NH:15][C:16]2[CH:21]=[CH:20][C:19]([Cl:22])=[CH:18][C:17]=2[CH3:23])=[O:14])=[CH:7][CH:6]=1)[CH2:2][CH2:3][CH3:4] |f:1.2|. Reported procedure: A mixture of 2.0 g of 1-[(4-butylphenyl)methyl]-3-(4-chloro-2-methylphenyl)-1-[6-[(methylsulfonyl)oxy]hexyl]urea, 0.74 g of potassium chloride, and 3.0 ml of dimethyl sulfoxide was heated at an oil bath temperature of 60°-80° C. for 16 hours. The mixture was diluted with water and extracted with dichloromethane. The organic layer was washed with three 40 ml portions of brine, dried over anhydrous magnesium sulfate and filtered. The filtrate was evaporated in vacuo to yield 1.5 g of a brown oil. ...